This data is from the Open Reaction Database (ORD), a public repository of structured organic reaction records. The task is: describe an organic reaction: reactants, conditions, products, and yield Reactants: C(C)(C)(C)OC(=O)N[C@H]([C@@H](C=O)OC1OCCCC1)CC1=CC=CC=C1 ((2S,3S)-3-(t-Butyloxycarbonylamino)-4-phenyl-2-((3,4,5,6-tetrahydropyran-2-yl)oxy)butanal), CCCCCC (hexane), C(C)(=O)OCC (ethyl acetate). The product is C(C)(C)(C)OC(=O)N[C@H]([C@H](/C=C/C(=O)OC)OC1OCCCC1)CC1=CC=CC=C1 (trans-(4S,5S)-Methyl 5-(t-Butyloxycarbonylamino)-6-phenyl-4-((3,4,5,6-tetrahydropyran-2-yl)oxy)-2-hexenoate). Yield: 69.0%. RXN SMILES: [C:1]([O:5][C:6]([NH:8][C@@H:9]([CH2:20][C:21]1[CH:26]=[CH:25][CH:24]=[CH:23][CH:22]=1)[C@H:10]([O:13][CH:14]1[CH2:19][CH2:18][CH2:17][CH2:16][O:15]1)[CH:11]=O)=[O:7])([CH3:4])([CH3:3])[CH3:2].CCCCCC.[C:33]([O:36][CH2:37]C)(=[O:35])[CH3:34]>>[C:1]([O:5][C:6]([NH:8][C@@H:9]([CH2:20][C:21]1[CH:26]=[CH:25][CH:24]=[CH:23][CH:22]=1)[C@@H:10]([O:13][CH:14]1[CH2:19][CH2:18][CH2:17][CH2:16][O:15]1)/[CH:11]=[CH:34]/[C:33]([O:36][CH3:37])=[O:35])=[O:7])([CH3:4])([CH3:3])[CH3:2]. Reported procedure: Using the procedure of Example 5 with the resultant compound of Example 11 provided, after silica gel chromatography using 6:1 hexane:ethyl acetate, the desired compound (Rf 0.55, 7:3 hexane:ethyl acetate) in 69% yield. 1H NMR spectrum showed a 1:1 mixture of diastereomers. Mass spectrum: (M+H)+ =420. Starting materials: Cl.O1CCOCC1 (HCl dioxane), [K].C(C)(C)(C)OC(NCCCC1=CC(=C(C=C1)N1S(NC(C1)=O)(=O)=O)O)=O ({3-[3-hydroxy-4-(1,1,4-trioxo-1,2,5-thiadiazolidin-2-yl)-phenyl]-propyl}-carbamic acid tert-butyl ester potassium salt). Reaction conditions: time 4 hour. Procedure details: To HCl/dioxane (5 mL, 4.0 M) is added {3-[3-hydroxy-4-(1,1,4-trioxo-1,2,5-thiadiazolidin-2-yl)-phenyl]-propyl}-carbamic acid tert-butyl ester potassium salt (0.7 g, 1.65 mmol) and the mixture is stirred at RT for 4 h. The solvent is removed under reduced pressure and water is added. The solution is washed with ether and the aqueous phase lyophilized to give the hydrochloride salt of the title compound as a yellow powder: (M−1)−=284. 1H NMR (400 MHz, DMSO-D6) δ ppm 1.77-1.88 (m, 2 H) 2.58 (t, J=7... Reaction SMILES: Cl.O1CCOCC1.[K].C(OC(=O)[NH:15][CH2:16][CH2:17][CH2:18][C:19]1[CH:24]=[CH:23][C:22]([N:25]2[CH2:29][C:28](=[O:30])[NH:27][S:26]2(=[O:32])=[O:31])=[C:21]([OH:33])[CH:20]=1)(C)(C)C>>[NH2:15][CH2:16][CH2:17][CH2:18][C:19]1[CH:24]=[CH:23][C:22]([N:25]2[S:26](=[O:32])(=[O:31])[NH:27][C:28](=[O:30])[CH2:29]2)=[C:21]([OH:33])[CH:20]=1 |f:0.1,2.3,^1:7|. Yields the product hydrochloride salt, NCCCC1=CC(=C(C=C1)N1CC(NS1(=O)=O)=O)O (5-[4-(3-Aminopropyl)-2-hydroxyphenyl]-1,1-dioxo-1,2,5-thiadiazolidin-3-one). The reactants are COC1=CC=C2C(CNCC2=C1C)C1=CC(=C(C=C1)OC)OC (7-methoxy-4-(3,4-dimethoxyphenyl)-8-methyl-1,2,3,4-tetrahydroisoquinoline), Br (hydrobromic acid). The product is Br.OC1=CC=C2C(CNCC2=C1C)C1=CC(=C(C=C1)O)O (7-hydroxy-4-(3,4-dihydroxyphenyl)-8-methyl-1,2,3,4-tetrahydroisoquinoline hydrobromide). As a reaction SMILES: C[O:2][C:3]1[C:12]([CH3:13])=[C:11]2[C:6]([CH:7]([C:14]3[CH:19]=[CH:18][C:17]([O:20]C)=[C:16]([O:22]C)[CH:15]=3)[CH2:8][NH:9][CH2:10]2)=[CH:5][CH:4]=1.[BrH:24]>>[BrH:24].[OH:2][C:3]1[C:12]([CH3:13])=[C:11]2[C:6]([CH:7]([C:14]3[CH:19]=[CH:18][C:17]([OH:20])=[C:16]([OH:22])[CH:15]=3)[CH2:8][NH:9][CH2:10]2)=[CH:5][CH:4]=1 |f:2.3|. Procedure details: To 410 mg of 7-methoxy-4-(3,4-dimethoxyphenyl)-8-methyl-1,2,3,4-tetrahydroisoquinoline, was added 8.2 ml of 48% hydrobromic acid, and the mixture was heated under reflux under an argon gas stream for 3 hours. The reaction mixture was cooled, and the crystals which separated out were collected by filtration, giving 410 mg of 7-hydroxy-4-(3,4-dihydroxyphenyl)-8-methyl-1,2,3,4-tetrahydroisoquinoline hydrobromide. Reactants: CN1N=C(C(=C1)C)C(=O)Cl (1,4-Dimethyl-1H-pyrazole-3-carbonyl chloride), C1(=CC=CC=C1)S(=O)(=O)N1N=CC=2C(=CC(=CC12)[Sn](C)(C)C)N (1-(Phenylsulfonyl)-6-(trimethylstannanyl)-1H-indazol-4-amine), N1=CC=CC=C1 (pyridine), C([O-])(O)=O.[Na+] (sodium bicarbonate). Run in C(Cl)Cl (DCM), C(Cl)Cl (DCM), C(Cl)Cl (DCM). Procedure: 1-(Phenylsulfonyl)-6-(trimethylstannanyl)-1H-indazol-4-amine (250 mg) was dissolved in DCM (10 ml) and pyridine (0.051 ml) was added. 1,4-Dimethyl-1H-pyrazole-3-carbonyl chloride (100 mg) in DCM (5 ml) was added dropwise. The reaction was stirred at RT for 2 h. After this time saturated sodium bicarbonate aq (25 ml) was added and the reaction was stirred vigorously for 5 min before the DCM was passed through a hydrophobic frit then evaporated to dryness. The residue was dissolved in DCM, and the... RXN SMILES: [C:1]1([S:7]([N:10]2[C:18]3[CH:17]=[C:16]([Sn:19]([CH3:22])([CH3:21])[CH3:20])[CH:15]=[C:14]([NH2:23])[C:13]=3[CH:12]=[N:11]2)(=[O:9])=[O:8])[CH:6]=[CH:5][CH:4]=[CH:3][CH:2]=1.N1C=CC=CC=1.[CH3:30][N:31]1[CH:35]=[C:34]([CH3:36])[C:33]([C:37](Cl)=[O:38])=[N:32]1.C(=O)(O)[O-].[Na+]>C(Cl)Cl>[CH3:30][N:31]1[CH:35]=[C:34]([CH3:36])[C:33]([C:37]([NH:23][C:14]2[CH:15]=[C:16]([Sn:19]([CH3:20])([CH3:22])[CH3:21])[CH:17]=[C:18]3[C:13]=2[CH:12]=[N:11][N:10]3[S:7]([C:1]2[CH:2]=[CH:3][CH:4]=[CH:5][CH:6]=2)(=[O:9])=[O:8])=[O:38])=[N:32]1 |f:3.4|. Yields the product CN1N=C(C(=C1)C)C(=O)NC1=C2C=NN(C2=CC(=C1)[Sn](C)(C)C)S(=O)(=O)C1=CC=CC=C1 (1,4-Dimethyl-N-[1-(phenylsulfonyl)-6-(trimethylstannanyl)-1H-indazol-4-yl]-1H-pyrazole-3-carboxamide). Conditions: time 2 hour. Starting materials: ClC1=C(C=O)C=CC(=C1)Cl (2,4-dichloro-benzaldehyde), CC1=CC(OC2=CC(=CC=C12)C#N)=O (4-methyl-2-oxo-2H-chromene-7-carbonitrile), [Li+].C[Si](C)(C)[N-][Si](C)(C)C (LiHMDS). The solvent is C1CCOC1 (THF), C1CCOC1 (THF). Conditions: time 1 hour. Yields the product ClC1=C(C=CC(=C1)Cl)C(CC1=CC(OC2=CC(=CC=C12)C#N)=O)O (4-[2-(2,4-dichloro-phenyl)-2-hydroxy-ethyl]-2-oxo-2H-chromene-7-carbonitrile). RXN SMILES: [CH3:1][C:2]1[C:11]2[C:6](=[CH:7][C:8]([C:12]#[N:13])=[CH:9][CH:10]=2)[O:5][C:4](=[O:14])[CH:3]=1.[Li+].C[Si]([N-][Si](C)(C)C)(C)C.[Cl:25][C:26]1[CH:33]=[C:32]([Cl:34])[CH:31]=[CH:30][C:27]=1[CH:28]=[O:29]>C1COCC1>[Cl:25][C:26]1[CH:33]=[C:32]([Cl:34])[CH:31]=[CH:30][C:27]=1[CH:28]([OH:29])[CH2:1][C:2]1[C:11]2[C:6](=[CH:7][C:8]([C:12]#[N:13])=[CH:9][CH:10]=2)[O:5][C:4](=[O:14])[CH:3]=1 |f:1.2|. Procedure details: To a solution of 4-methyl-2-oxo-2H-chromene-7-carbonitrile (76 mg, 0.427 mmol) in dry THF (4 mL) at −20° C. was added drop wise 1.0 M LiHMDS solution in THF (0.52 mL). After 30 minutes 2,4-dichloro-benzaldehyde (60 μL) was added slowly into the reaction mixture and then stirred for 1 hour. The reaction mixture was then quenched with saturated aqueous ammonium chloride (2 mL) and extracted with ethyl acetate (50 mL). The organic layer was separated and dried over sodium sulfate, then concentrated... Reactants: BrCCCC=C (5-Bromo-1-pentene), S(=O)([O-])[O-].[Na+].[Na+] (sodium sulfite), O (water). Solvent: COC(C)(C)C (t-butyl methyl ether). Conditions: time 19 hour. The product is C(CCC=C)S(=O)(=O)[O-].[Na+] (Sodium 4-pentene-1-sulfonate). As a reaction SMILES: Br[CH2:2][CH2:3][CH2:4][CH:5]=[CH2:6].[S:7]([O-:10])([O-:9])=[O:8].[Na+:11].[Na+].O>COC(C)(C)C>[CH2:2]([S:7]([O-:10])(=[O:9])=[O:8])[CH2:3][CH2:4][CH:5]=[CH2:6].[Na+:11] |f:1.2.3,6.7|. Procedure details: 5-Bromo-1-pentene (199.74 g), sodium sulfite (202.67 g), and water (650 ml) were mixed at room temperature. Under reflux, the solution was stirred for 19 hours. After cooling to room temperature, t-butyl methyl ether was added thereto. The aqueous layer separated was concentrated and dehydrated azeotropically with toluene. Thus, sodium 4-pentene-1-sulfonate (1) containing inorganic substances (387.51 g) was obtained as white solid.